describe an organic reaction: reactants, conditions, products, and yield From a dataset of the Open Reaction Database (ORD), a public repository of structured organic reaction records. Reactants: desired material, ClC1=NC=NC=2NC(C(=NC12)OC)=O (4-chloro-6-methoxypteridin-7(8H)-one), IC (iodomethane), C([O-])([O-])=O.[K+].[K+] (potassium carbonate). Run in CN(C=O)C (N,N-dimethylformamide). Conditions: time 14 hour. Yields the product ClC1=NC=NC=2N(C(C(=NC12)OC)=O)C (4-chloro-6-methoxy-8-methylpteridin-7(8H)-one). Isolated yield 77.4%. RXN SMILES: [Cl:1][C:2]1[C:11]2[N:10]=[C:9]([O:12][CH3:13])[C:8](=[O:14])[NH:7][C:6]=2[N:5]=[CH:4][N:3]=1.[C:15](=O)([O-])[O-].[K+].[K+].IC>CN(C)C=O>[Cl:1][C:2]1[C:11]2[N:10]=[C:9]([O:12][CH3:13])[C:8](=[O:14])[N:7]([CH3:15])[C:6]=2[N:5]=[CH:4][N:3]=1 |f:1.2.3|. Reported procedure: To a 100 mL round bottomed flask was added 4-chloro-6-methoxypteridin-7(8H)-one (2.09 g, 9.8 mmol, 1.0 equiv) and anhydrous N,N-dimethylformamide (10 mL). Anhydrous potassium carbonate (6.8 g, 49 mmol, 5 equiv) was added in one portion to the reaction flask followed by the drop wise addition of iodomethane (2.09 g, 15 mmol, 1.5 equiv) over the course of 1 minute. The reaction was then vigorously stirred at room temperature. LC/MS analysis at 14 hours indicated the reaction was complete. The reac... The reactants are FC1=C(C=CC=C1)C1CC(CC(C1)=O)=O (5-(2-fluorophenyl)cyclohexane-1,3-dione), Cl.NCC#CC (1-amino-2-butyne hydrochloride), 4A, O1CCCC1 (tetrahydrofuran). The solvent is C(C)N(CC)CC (triethylamine). Conditions: time 1 hour. Product: FC1=C(C=CC=C1)C1CC(C=2C(=CC=NC2C1)C)=O (7-(2-fluorophenyl)-4-methyl-5,6,7,8-tetrahydroquinolin-5-one). Isolated yield 28.9%. RXN SMILES: [F:1][C:2]1[CH:7]=[CH:6][CH:5]=[CH:4][C:3]=1[CH:8]1[CH2:13][C:12](=[O:14])[CH2:11][C:10](=O)[CH2:9]1.Cl.[NH2:17][CH2:18][C:19]#[C:20][CH3:21].O1CCCC1>C(N(CC)CC)C>[F:1][C:2]1[CH:7]=[CH:6][CH:5]=[CH:4][C:3]=1[CH:8]1[CH2:9][C:10]2[N:17]=[CH:18][CH:19]=[C:20]([CH3:21])[C:11]=2[C:12](=[O:14])[CH2:13]1 |f:1.2|. Procedure details: To a mixture of 5-(2-fluorophenyl)cyclohexane-1,3-dione (0.98 g), 1-amino-2-butyne hydrochloride (0.5 g), molecular sieves 4A (2 g) and tetrahydrofuran (20 ml) was added triethylamine (0.48 g), and the mixture was stirred at room temperature for 1 hour, refluxed for 12 hours and cooled. Insoluble materials were filtered off. Under reduced pressure, the solvent was evaporated, and the residue was stirred for 6 hours at 220° C. and cooled, to which were added ethyl acetate and sodium hydrogen carb... Starting materials: C(C1=CC=CC=C1)OC(C1=C(C(=CC=C1F)[N+](=O)[O-])F)=O (2,6-difluoro-3-nitro-benzoic acid benzyl ester), [OH-].[Na+] (sodium hydroxide), Cl (hydrochloric acid). Run in O1CCCC1 (tetrahydrofuran), O (water). Run at time 2 hour. Product: FC1=C(C(=O)O)C(=CC=C1[N+](=O)[O-])F (2,6-difluoro-3-nitro-benzoic acid). Yield: 56.8%. As a reaction SMILES: C([O:8][C:9](=[O:21])[C:10]1[C:15]([F:16])=[CH:14][CH:13]=[C:12]([N+:17]([O-:19])=[O:18])[C:11]=1[F:20])C1C=CC=CC=1.[OH-].[Na+].Cl>O1CCCC1.O>[F:20][C:11]1[C:12]([N+:17]([O-:19])=[O:18])=[CH:13][CH:14]=[C:15]([F:16])[C:10]=1[C:9]([OH:21])=[O:8] |f:1.2|. Procedure details: To 2,6-difluoro-3-nitro-benzoic acid benzyl ester (47, 750 mg, 2.6 mmol) in 4 mL of tetrahydrofuran and 2 mL of water, sodium hydroxide (0.2 g, 5.0 mmol) is added and the reaction is stirred for 2 hours. The reaction is acidified with dilute hydrochloric acid and extracted with ethyl acetate. The organic layer is concentrated under vacuum to provide the desired compound (48, 300 mg). Reactants: O=C([O-])[O-], COCCOC, Ic1c[nH]cn1, [Na+], [Na+], O, c1ccc(P(c2ccccc2)(c2ccccc2)[Pd](P(c2ccccc2)(c2ccccc2)c2ccccc2)(P(c2ccccc2)(c2ccccc2)c2ccccc2)P(c2ccccc2)(c2ccccc2)c2ccccc2)cc1, OB(O)c1ccsc1. The product is c1nc(-c2ccsc2)c[nH]1. As a reaction SMILES: [C:15](=[O:16])([O-:17])[O-:18].[CH3:21][O:22][CH2:23][CH2:24][O:25][CH3:26].[I:1][c:2]1[n:3][cH:4][nH:5][cH:6]1.[Na+:19].[Na+:20].[OH2:27].[cH:28]1[cH:29][cH:30][c:31]([P:32]([Pd:33]([P:34]([c:35]2[cH:36][cH:37][cH:38][cH:39][cH:40]2)([c:41]2[cH:42][cH:43][cH:44][cH:45][cH:46]2)[c:47]2[cH:48][cH:49][cH:50][cH:51][cH:52]2)([P:53]([c:54]2[cH:55][cH:56][cH:57][cH:58][cH:59]2)([c:60]2[cH:61][cH:62][cH:63][cH:64][cH:65]2)[c:66]2[cH:67][cH:68][cH:69][cH:70][cH:71]2)[P:72]([c:73]2[cH:74][cH:75][cH:76][cH:77][cH:78]2)([c:79]2[cH:80][cH:81][cH:82][cH:83][cH:84]2)[c:85]2[cH:86][cH:87][cH:88][cH:89][cH:90]2)([c:91]2[cH:92][cH:93][cH:94][cH:95][cH:96]2)[c:97]2[cH:98][cH:99][cH:100][cH:101][cH:102]2)[cH:103][cH:104]1.[s:7]1[cH:8][c:9]([B:12]([OH:13])[OH:14])[cH:10][cH:11]1>>[c:2]1(-[c:9]2[cH:8][s:7][cH:11][cH:10]2)[n:3][cH:4][nH:5][cH:6]1.